This data is from the Open Reaction Database (ORD), a public repository of structured organic reaction records. The task is: describe an organic reaction: reactants, conditions, products, and yield The reactants are FC1=CC=C(C(=O)C2=C(C(=O)O)C=CC=C2)C=C1 (o-(p-fluorobenzoyl)benzoic acid), C(CN)N (ethylenediamine). Product: FC1=CC=C(C=C1)C12N(C(C3=CC=CC=C13)=O)CCN2 (9b-(p-fluorophenyl)-1,2,3,9b-tetrahydro-5H-imidazo[2,1-a]isoindol-5-one). Reaction SMILES: [F:1][C:2]1[CH:18]=[CH:17][C:5]([C:6]([C:8]2[CH:16]=[CH:15][CH:14]=[CH:13][C:9]=2[C:10]([OH:12])=O)=O)=[CH:4][CH:3]=1.[CH2:19]([NH2:22])[CH2:20][NH2:21]>>[F:1][C:2]1[CH:3]=[CH:4][C:5]([C:6]23[NH:22][CH2:19][CH2:20][N:21]2[C:10](=[O:12])[C:9]2[C:8]3=[CH:16][CH:15]=[CH:14][CH:13]=2)=[CH:17][CH:18]=1. Procedure: Condense o-(p-fluorobenzoyl)benzoic acid with ethylenediamine by the procedure of Example 1 to obtain 9b-(p-fluorophenyl)-1,2,3,9b-tetrahydro-5H-imidazo[2,1-a]isoindol-5-one, reduce with lithium aluminum hydride and treat with hydrogen chloride as described in Example 1 to obtain 1-(p-fluorophenyl)-1,2,3,4,5,6-hexahydro-2,5-benzodiazocine, dihydrochloride, m.p. 303° C. (dec.). The reactants are CN (methanamine), ClCC(C)=O (1-chloro-2-propanone), Cl (hydrochloric acid), O=C(CC(=O)O)CC(=O)O (3-oxo-pentanedioic acid). The solvent is O (water), O (water). Run at temperature -5 celsius, time 20 minute. The product is 335, C(=O)(O)C1=C(N(C=C1C)C)CC(=O)O (3-carboxy-1,4-dimethyl-1H-pyrrole-2-acetic acid). Isolated yield 85.0%. As a reaction SMILES: O=[C:2]([CH2:7][C:8]([OH:10])=[O:9])[CH2:3][C:4]([OH:6])=[O:5].[CH3:11][NH2:12].Cl[CH2:14][C:15](=O)[CH3:16].Cl>O>[C:4]([C:3]1[C:15]([CH3:16])=[CH:14][N:12]([CH3:11])[C:2]=1[CH2:7][C:8]([OH:10])=[O:9])([OH:6])=[O:5]. Procedure details: To 1200 parts of cold water (about 5° C.) there are added 292 parts of 3-oxo-pentanedioic acid and the reaction mixture is further cooled to -5° C. 1770 Parts of methanamine 35% in water are then added slowly while stirring and cooling to a temperature between -5° C. and 5° C. The reaction mixture is further cooled to about -15° C. Then 370 parts of 1-chloro-2-propanone are added portionwise under vigorous cooling. An exothermic reaction takes place and the temperature of the mixture raises to a... The reactants are O (water), C[O-].[Na+] (Sodium methoxide), S1CC(NC2=C1C=CC=C2)=O (2H-1,4-benzothiazin-3(4H)-one), N1C(=CC=C1)C=O (pyrrol-2-carboxaldehyde). Solvent: CN(C=O)C (N,N-dimethylformamide). Reaction conditions: temperature 120 celsius. The product is N1C(=CC=C1)\C=C\1/SC2=C(NC1=O)C=CC=C2 ((Z)-2[(Pyrrol-2-yl)methylene]-2H-1,4-benzothiazin-3(4H)-one). As a reaction SMILES: C[O-].[Na+].[S:4]1[C:9]2[CH:10]=[CH:11][CH:12]=[CH:13][C:8]=2[NH:7][C:6](=[O:14])[CH2:5]1.[NH:15]1[CH:19]=[CH:18][CH:17]=[C:16]1[CH:20]=O.O>CN(C)C=O>[NH:15]1[CH:19]=[CH:18][CH:17]=[C:16]1/[CH:20]=[C:5]1\[S:4][C:9]2[CH:10]=[CH:11][CH:12]=[CH:13][C:8]=2[NH:7][C:6]\1=[O:14] |f:0.1|. Procedure details: Sodium methoxide (0.28 g, 5.2 mmol) was added to a solution of 2H-1,4-benzothiazin-3(4H)-one (0.60 g, 4 mmol) and pyrrol-2-carboxaldehyde (0.49 g, 5.2 mmol) in dry N,N-dimethylformamide (3.5 ml) (hereinafter “DMF”). The mixture was heated at 120° C. for 6.5 h, allowed to cool and poured into water (60 ml). The precipitate was collected by filtration and washed with water. The precipitate was dissolved in ethyl acetate and the insoluble black residue was filtered out. The filtrate was concentrate... Reactants: C[C@@H]([C@@H](C1=CC=CC=C1)O)NC.Cl (1-ephedrine hydrochloride), C(C)(=O)OC(C)=O (acetic anhydride). Yields the product C[C@@H]([C@H](C1=CC=CC=C1)O)NC.Cl (d-pseudoephedrine hydrochloride). As a reaction SMILES: [CH3:1][C@H:2]([NH:11][CH3:12])[C@H:3]([OH:10])[C:4]1[CH:9]=[CH:8][CH:7]=[CH:6][CH:5]=1.[ClH:13].C(OC(=O)C)(=O)C>>[CH3:1][C@H:2]([NH:11][CH3:12])[C@@H:3]([OH:10])[C:4]1[CH:5]=[CH:6][CH:7]=[CH:8][CH:9]=1.[ClH:13] |f:0.1,3.4|. Reported procedure: It has also been reported that the reaction of 1-ephedrine hydrochloride with 10 moles excess acetic anhydride gave d-pseudoephedrine hydrochloride. No yields were reported. Schmidt and Calliess, Arch. Pharm., 250, 154 (1912).